Dataset: the Open Reaction Database (ORD), a public repository of structured organic reaction records. Task: describe an organic reaction: reactants, conditions, products, and yield Run in C(C)(=O)O (acetic acid), C(C)(=O)O (acetic acid). Yields the product CC=1C=C2C(C(=O)OC2=O)=CC1C (4,5-dimethylphthalic anhydride). The yield is 37.5%. Starting materials: CC=1CC2C(C(OC2=O)=O)CC1C (5,6-dimethyl-3a,4,7,7a-tetrahydro-2-benzofuran-1,3-dione), BrBr (bromine). Reaction SMILES: [CH3:1][C:2]1[CH2:3][CH:4]2[C:8](=[O:9])[O:7][C:6](=[O:10])[CH:5]2[CH2:11][C:12]=1[CH3:13].BrBr>C(O)(=O)C>[CH3:1][C:2]1[CH:3]=[C:4]2[C:8](=[O:9])[O:7][C:6](=[O:10])[C:5]2=[CH:11][C:12]=1[CH3:13]. Procedure: To a solution of above-mentioned (a) (9.5 g, 53 mmol) in acetic acid (28 ml) was added dropwise a solution of bromine (6.1 ml, 0.12 mol) in acetic acid (28 ml) at 115° C. over a period of 45 minutes, and heated under reflux for 1 hr. The reaction solution was left overnight, and the precipitated crystals were collected by filtration, washed with diethyl ether, followed by drying to give 3.5 g of the title compound. Reaction conditions: time 8 hour. The reactants are CN(C)CCCN(C)c1ccc(Br)cc1[N+](=O)[O-], O=C([O-])O, CCOC(C)=O, CCO, [Na+], Cl[Sn]Cl. The product is CN(C)CCCN(C)c1ccc(Br)cc1N. Reaction SMILES: [Br:1][c:2]1[cH:3][c:4]([N+:16]([O-:17])=[O:18])[c:5]([N:8]([CH2:9][CH2:10][CH2:11][N:12]([CH3:13])[CH3:14])[CH3:15])[cH:6][cH:7]1.[C:28](=[O:29])([OH:30])[O-:31].[CH3:22][CH2:23][O:24][C:25]([CH3:26])=[O:27].[CH3:33][CH2:34][OH:35].[Na+:32].[Sn:19]([Cl:20])[Cl:21]>>[Br:1][c:2]1[cH:3][c:4]([NH2:16])[c:5]([N:8]([CH2:9][CH2:10][CH2:11][N:12]([CH3:13])[CH3:14])[CH3:15])[cH:6][cH:7]1. Reactants: C(C1=CC=CC=C1)(=O)O[C@@H]1[C@H](O[C@H]([C@H]1F)N1C(N=C(C=C1)NC(C1=CC=CC=C1)=O)=O)CBr ((2S,3R,4S,5R)-5-(4-Benzamido-2-oxopyrimidin-1(2H)-yl)-2-(bromomethyl)-4-fluoro-tetrahydrofuran-3-yl benzoate), P(OCC)(OCC)OCC ((EtO)3P). The product is C(C1=CC=CC=C1)(=O)O[C@@H]1[C@H](O[C@H]([C@H]1F)N1C(N=C(C=C1)NC(C1=CC=CC=C1)=O)=O)CP(=O)(OCC)OCC ((2S,3R,4S,5R)-5-(4-Benzamido-2-oxopyrimidin-1(2H)-yl)-2-((diethoxyphosphoryl)methyl)-4-fluoro-tetrahydrofuran-3-yl benzoate). Isolated yield 44.0%. Reaction SMILES: [C:1]([O:9][C@H:10]1[C@H:14]([F:15])[C@H:13]([N:16]2[CH:21]=[CH:20][C:19]([NH:22][C:23](=[O:30])[C:24]3[CH:29]=[CH:28][CH:27]=[CH:26][CH:25]=3)=[N:18][C:17]2=[O:31])[O:12][C@@H:11]1[CH2:32]Br)(=[O:8])[C:2]1[CH:7]=[CH:6][CH:5]=[CH:4][CH:3]=1.[P:34]([O:41]CC)([O:38][CH2:39][CH3:40])[O:35][CH2:36][CH3:37]>>[C:1]([O:9][C@H:10]1[C@H:14]([F:15])[C@H:13]([N:16]2[CH:21]=[CH:20][C:19]([NH:22][C:23](=[O:30])[C:24]3[CH:29]=[CH:28][CH:27]=[CH:26][CH:25]=3)=[N:18][C:17]2=[O:31])[O:12][C@@H:11]1[CH2:32][P:34]([O:38][CH2:39][CH3:40])([O:35][CH2:36][CH3:37])=[O:41])(=[O:8])[C:2]1[CH:7]=[CH:6][CH:5]=[CH:4][CH:3]=1. Reported procedure: A solution of compound 4 (0.08 g, 0.16 mmol) in 10 mL of (EtO)3P was stirred at 140° C. for 24 h and the solvent was evaporated under reduced pressure. The residue was dissolved in 10 mL of MeOH and adsorbed on silica gel and then purified on silica gel column chromatography (Hexane:EtOAc=1:2 to 1:4 v/v) to give compound 5 (0.04 g, 0.07 mmol) in 44% yield. 1H NMR (CDCl3, 400 MHz) δ 8.97 (br, 1H), 8.08 (d, J=7.2, 2H), 8.04 (d, J=7.6, 1H), 7.92 (d, J=7.2, 2H), 7.60 (m, 3H), 7.50 (m, 4H), 5.98 (d, ... Reactants: C(C)OC(C(CC(C)(C)C1=CC(=C(C=C1)Br)OC)(C(F)(F)F)O)=O (4-(4-bromo-3-methoxyphenyl)-2-hydroxy-4-methyl-2-trifluoromethyl-valeric acid ethyl ester), bis-tri-o-tolylphosphine palladium(II) chloride, CN(C=O)C (dimethylformamide), C(CCC)[Sn](C(=C)OCC)(CCCC)CCCC (tributyl-1-ethoxyvinyltin), C1(=C(C=CC=C1)P(C1=C(C=CC=C1)C)C1=C(C=CC=C1)C)C (tri-o-tolylphosphine). Yields the product C(C)(=O)C1=C(C=C(C=C1)C(CC(C(=O)O)(C(F)(F)F)O)(C)C)OC (4-(4-Acetyl-3-methoxyphenyl)-2-hydroxy-4-methyl-2-trifluoromethyl-valeric acid). As a reaction SMILES: C(O[C:4](=[O:24])[C:5]([OH:23])([C:19]([F:22])([F:21])[F:20])[CH2:6][C:7]([C:10]1[CH:15]=[CH:14][C:13](Br)=[C:12]([O:17][CH3:18])[CH:11]=1)([CH3:9])[CH3:8])C.C([Sn](CCCC)(CCCC)[C:30]([O:32]CC)=[CH2:31])CCC.C1(C)C=CC=CC=1P(C1C=CC=CC=1C)C1C=CC=CC=1C.CN(C)C=[O:68]>>[C:30]([C:13]1[CH:14]=[CH:15][C:10]([C:7]([CH3:8])([CH3:9])[CH2:6][C:5]([OH:23])([C:19]([F:22])([F:20])[F:21])[C:4]([OH:68])=[O:24])=[CH:11][C:12]=1[O:17][CH3:18])(=[O:32])[CH3:31]. Procedure: Analogously to the compound above of 4-(4-bromo-3-methoxyphenyl)-2-hydroxy-4-methyl-2-trifluoromethyl-valeric acid ethyl ester, tributyl-1-ethoxyvinyltin, tri-o-tolylphosphine and bis-tri-o-tolylphosphine-palladium(II) chloride in dimethylformamide to 120° C., oil. The reactants are Nc1c(I)cc(Br)c2snnc12, C1CCOC1, CC(C)(C)ON=O. Yields the product Brc1cc(I)cc2nnsc12. Reaction SMILES: [Br:1][c:2]1[cH:3][c:4]([I:12])[c:5]([NH2:11])[c:6]2[n:7][n:8][s:9][c:10]12.[CH2:20]1[O:21][CH2:22][CH2:23][CH2:24]1.[N:13]([O:14][C:15]([CH3:16])([CH3:17])[CH3:18])=[O:19]>>[Br:1][c:2]1[cH:3][c:4]([I:12])[cH:5][c:6]2[n:7][n:8][s:9][c:10]12. Reactants: Br.C(#N)CC1=C(N=C2N(C=C(C=C21)F)CC(=O)C2=C(C=CC=C2)OC)C (3-cyanomethyl-5-fluoro-2-methyl-7-(2-methoxyphenacyl)pyrrolo[2,3-b]pyridine hydrobromide), B(Br)(Br)Br (BBr3). The solvent is C(Cl)Cl (methylene chloride), C(Cl)Cl (methylene chloride), C(Cl)Cl (methylene chloride). Yields the product C(#N)CC1=C(N=C2N(C=C(C=C21)F)CC(=O)C2=C(C=CC=C2)O)C (3-cyanomethyl-5-fluoro-2-methyl-7-(2-hydroxyphenacyl)pyrrolo[2,3-b]pyridine). As a reaction SMILES: Br.[C:2]([CH2:4][C:5]1[C:13]2[C:8]([N:9]([CH2:15][C:16]([C:18]3[CH:23]=[CH:22][CH:21]=[CH:20][C:19]=3[O:24]C)=[O:17])[CH:10]=[C:11]([F:14])[CH:12]=2)=[N:7][C:6]=1[CH3:26])#[N:3].B(Br)(Br)Br>C(Cl)Cl>[C:2]([CH2:4][C:5]1[C:13]2[C:8]([N:9]([CH2:15][C:16]([C:18]3[CH:23]=[CH:22][CH:21]=[CH:20][C:19]=3[OH:24])=[O:17])[CH:10]=[C:11]([F:14])[CH:12]=2)=[N:7][C:6]=1[CH3:26])#[N:3] |f:0.1|. Procedure details: A mixture of 3-cyanomethyl-5-fluoro-2-methyl-7-(2-methoxyphenacyl)pyrrolo[2,3-b]pyridine hydrobromide (25 mg, 0.06 mmol), methylene chloride (2 ml), and BBr3 in methylene chloride (1M; 0.4 ml) under argon was refluxed for 8 h. The red gum was digested in a methylene chloride aqueous sodium bicarbonate mixture. The organic phase was dried over anhydrous Na2SO4, filtered, and evaporated to give a yellow crystalline product. Yield 19 mg (98%).